Dataset: the Open Reaction Database (ORD), a public repository of structured organic reaction records. Task: describe an organic reaction: reactants, conditions, products, and yield The reactants are Cl (HCl), C1[C@@H]2C[C@@H]2N([C@@H]1C#N)C(=O)[C@H](C34CC5CC(C3)CC(C5)(C4)O)N (Saxagliptin), C(C)(=O)OCCCC (butyl acetate). Solvent: C(CCC)O (1-butanol). Conditions: temperature 20 celsius, time 30 minute. Product: C1[C@@H]2C[C@@H]2N([C@@H]1C#N)C(=O)[C@H](C34CC5CC(C3)CC(C5)(C4)O)N.Cl (Saxagliptin Hydrochloride). As a reaction SMILES: [CH2:1]1[C@@H:6]([C:7]#[N:8])[N:5]([C:9]([C@@H:11]([NH2:23])[C:12]23[CH2:21][C:19]4([OH:22])[CH2:20][CH:14]([CH2:15][CH:16]([CH2:18]4)[CH2:17]2)[CH2:13]3)=[O:10])[C@@H:4]2[C@H:2]1[CH2:3]2.[ClH:24].C(OCCCC)(=O)C>C(O)CCC>[CH2:1]1[C@@H:6]([C:7]#[N:8])[N:5]([C:9]([C@@H:11]([NH2:23])[C:12]23[CH2:21][C:19]4([OH:22])[CH2:20][CH:14]([CH2:15][CH:16]([CH2:18]4)[CH2:17]2)[CH2:13]3)=[O:10])[C@@H:4]2[C@H:2]1[CH2:3]2.[ClH:24] |f:4.5|. Procedure: A solution of Saxagliptin (monohydrate, 4.5 g) in 1-butanol (“1-BuOH”, 68 ml) was warmed up to 40° C. and conc. Conc. HCl was added (1.258 ml). The resulting mixture was stirred at the same temperature for 30 min and a suspension was formed. The suspension was cooled to 20° C. and butyl acetate (“BuOAc” 68 ml) was added dropwise. The suspension was cooled to 0° C. and stirred for 2 h. The suspension was filtered, and the collected crystalline solid was washed with cool 1-BuOH/BuOAc (1/1) mixture... Starting materials: C(C=C)OC(=O)N1[C@@H](C[C@@H](C1)SC(C1=CC=CC=C1)(C1=CC=CC=C1)C1=CC=CC=C1)CCN=[N+]=[N-] ((2R,4S)-1-allyloxycarbonyl-2-(2-azidoethyl)-4-(triphenylmethylthio) pyrrolidine), C1(=CC=CC=C1)P(C1=CC=CC=C1)C1=CC=CC=C1 (triphenylphosphine), N (ammonia). Solvent: N1=CC=CC=C1 (pyridine). Run at time 1 hour. Product: C(C=C)OC(=O)N1[C@@H](C[C@@H](C1)SC(C1=CC=CC=C1)(C1=CC=CC=C1)C1=CC=CC=C1)CCN ((2R,4S)-1-allyloxycarbonyl-2-(2-aminoethyl)-4(triphenylmethylthio)pyrrolidine). Yield: 94.0%. Reaction SMILES: [CH2:1]([O:4][C:5]([N:7]1[CH2:11][C@@H:10]([S:12][C:13]([C:26]2[CH:31]=[CH:30][CH:29]=[CH:28][CH:27]=2)([C:20]2[CH:25]=[CH:24][CH:23]=[CH:22][CH:21]=2)[C:14]2[CH:19]=[CH:18][CH:17]=[CH:16][CH:15]=2)[CH2:9][C@H:8]1[CH2:32][CH2:33][N:34]=[N+]=[N-])=[O:6])[CH:2]=[CH2:3].C1(P(C2C=CC=CC=2)C2C=CC=CC=2)C=CC=CC=1.N>N1C=CC=CC=1>[CH2:1]([O:4][C:5]([N:7]1[CH2:11][C@@H:10]([S:12][C:13]([C:20]2[CH:21]=[CH:22][CH:23]=[CH:24][CH:25]=2)([C:26]2[CH:27]=[CH:28][CH:29]=[CH:30][CH:31]=2)[C:14]2[CH:19]=[CH:18][CH:17]=[CH:16][CH:15]=2)[CH2:9][C@H:8]1[CH2:32][CH2:33][NH2:34])=[O:6])[CH:2]=[CH2:3]. Procedure details: To a solution of (2R,4S)-1-allyloxycarbonyl-2-(2-azidoethyl)-4-(triphenylmethylthio) pyrrolidine (10.1 g) in pyridine (30 ml) was added triphenylphosphine at ambient temperature. The mixture was stirred at the same temperature for 1 hour, and then 28% aqueous ammonia was added. After stirring at ambient temperature overnight, the mixture was evaporated under reduced pressure, and co-evaporated with toluene. The residue was column chromatographed on silica gel (chloroform:methanol=9:1) to give (2... Reactants: C1CCOC1, CC1(C)COC(=O)C1Oc1ccc(C#N)c(C(F)(F)F)c1, CCC(C)N. Product: CCC(C)NC(=O)C(Oc1ccc(C#N)c(C(F)(F)F)c1)C(C)(C)CO. Reaction SMILES: [CH2:27]1[O:28][CH2:29][CH2:30][CH2:31]1.[CH3:1][C:2]1([CH3:21])[CH:3]([O:8][c:9]2[cH:10][c:11]([C:17]([F:18])([F:19])[F:20])[c:12]([C:13]#[N:14])[cH:15][cH:16]2)[C:4](=[O:7])[O:5][CH2:6]1.[CH3:22][CH:23]([CH2:24][CH3:25])[NH2:26]>>[CH3:1][C:2]([CH:3]([C:4](=[O:7])[NH:26][CH:23]([CH3:22])[CH2:24][CH3:25])[O:8][c:9]1[cH:10][c:11]([C:17]([F:18])([F:19])[F:20])[c:12]([C:13]#[N:14])[cH:15][cH:16]1)([CH2:6][OH:5])[CH3:21]. Starting materials: CSCCC1C(NC(N1)=O)=O (5-(β-methylthioethyl)hydantoin), N1C=NC=C1 (imidazole), O (water). Yields the product N[C@@H](CCSC)C(=O)O (methionine). Isolated yield 50.0%. Reaction SMILES: [CH3:1][S:2][CH2:3][CH2:4][CH:5]1[NH:9]C(=O)N[C:6]1=[O:11].N1C=CN=C1.[OH2:17]>>[NH2:9][C@H:5]([C:6]([OH:11])=[O:17])[CH2:4][CH2:3][S:2][CH3:1]. Procedure: A mixture of 1.74 g. of 5-(β-methylthioethyl)hydantoin, 68 mg. of imidazole and 20 ml. of water was heated to 160° C. in a 50 ml. autoclave and then allowed to react for 3 hours at 160° C., while being stirred. After the reaction was over, the autoclave was rapidly cooled to room temperature and the residual pressure was released. The autoclave was given a good wash with water to take off the reaction mixture, and then the reaction mixture was subjected to evaporation to dryness by means of a ro... The reactants are COc1cc(OC)nc(S(C)(=O)=O)n1, CCOC(C)=O, Cl, COc1cccc(C(c2cccc(OC)c2)C(N)C(=O)O)c1, [Na+], [Na+], O=C([O-])[O-], CN(C)C=O, O. The product is COc1cccc(C(c2cccc(OC)c2)C(Nc2nc(OC)cc(OC)n2)C(=O)O)c1. Reaction SMILES: [CH3:23][O:24][c:25]1[n:26][c:27]([S:33]([CH3:34])(=[O:35])=[O:36])[n:28][c:29]([O:31][CH3:32])[cH:30]1.[CH3:44][CH2:45][O:46][C:47](=[O:48])[CH3:49].[ClH:43].[NH2:1][CH:2]([C:3](=[O:4])[OH:5])[CH:6]([c:7]1[cH:8][c:9]([O:13][CH3:14])[cH:10][cH:11][cH:12]1)[c:15]1[cH:16][c:17]([O:21][CH3:22])[cH:18][cH:19][cH:20]1.[Na+:37].[Na+:38].[O-:39][C:40](=[O:41])[O-:42].[O:51]=[CH:52][N:53]([CH3:54])[CH3:55].[OH2:50]>>[NH:1]([CH:2]([C:3](=[O:4])[OH:5])[CH:6]([c:7]1[cH:8][c:9]([O:13][CH3:14])[cH:10][cH:11][cH:12]1)[c:15]1[cH:16][c:17]([O:21][CH3:22])[cH:18][cH:19][cH:20]1)[c:27]1[n:26][c:25]([O:24][CH3:23])[cH:30][c:29]([O:31][CH3:32])[n:28]1. The reactants are COc1ccc(P2(=S)SP(=S)(c3ccc(OC)cc3)S2)cc1, Cc1ccccc1, CC(C)(C)OC(=O)N1CC2CN(c3cncc(C(=O)Nc4cc(F)cc(F)c4)c3)CC2C1. Yields the product CC(C)(C)OC(=O)N1CC2CN(c3cncc(C(=S)Nc4cc(F)cc(F)c4)c3)CC2C1. As a reaction SMILES: [CH3:33][O:34][c:35]1[cH:36][cH:37][c:38]([P:39]2(=[S:42])[S:40][P:41]([c:43]3[cH:44][cH:45][c:46]([O:47][CH3:48])[cH:49][cH:50]3)(=[S:51])[S:52]2)[cH:53][cH:54]1.[CH3:55][c:56]1[cH:57][cH:58][cH:59][cH:60][cH:61]1.[F:1][c:2]1[cH:3][c:4]([NH:9][C:10](=[O:11])[c:12]2[cH:13][c:14]([N:18]3[CH2:19][CH:20]4[CH:21]([CH2:22]3)[CH2:23][N:24]([C:26](=[O:27])[O:28][C:29]([CH3:30])([CH3:31])[CH3:32])[CH2:25]4)[cH:15][n:16][cH:17]2)[cH:5][c:6]([F:8])[cH:7]1>>[F:1][c:2]1[cH:3][c:4]([NH:9][C:10]([c:12]2[cH:13][c:14]([N:18]3[CH2:19][CH:20]4[CH:21]([CH2:22]3)[CH2:23][N:24]([C:26](=[O:27])[O:28][C:29]([CH3:30])([CH3:31])[CH3:32])[CH2:25]4)[cH:15][n:16][cH:17]2)=[S:42])[cH:5][c:6]([F:8])[cH:7]1. The reactants are BrB(Br)Br, ClCCl, CC#CC(CC(=O)O)c1ccc(OC)cc1F. Product: CC#CC(CC(=O)O)c1ccc(O)cc1F. As a reaction SMILES: [B:18]([Br:19])([Br:20])[Br:21].[Cl:22][CH2:23][Cl:24].[F:1][c:2]1[c:3]([CH:10]([CH2:11][C:12](=[O:13])[OH:14])[C:15]#[C:16][CH3:17])[cH:4][cH:5][c:6]([O:8][CH3:9])[cH:7]1>>[F:1][c:2]1[c:3]([CH:10]([CH2:11][C:12](=[O:13])[OH:14])[C:15]#[C:16][CH3:17])[cH:4][cH:5][c:6]([OH:8])[cH:7]1. Reactants: suspension, [H-].[Na+] (sodium hydride), oil, CI (Methyl iodide), C1(=CC=CC=C1)C=1N=C(NC1)C=1N=CN2C1N=NN(C2=O)CC#C (8-(4-Phenyl-1H-imidazol-2-yl)-3-(prop-2-ynyl)imidazo[5,1-d][1,2,3,5]tetrazin-4(3H)-one). Run in CN(C)C=O (DMF). Run at time 10 minute. Product: CN1C(=NC(=C1)C1=CC=CC=C1)C=1N=CN2C1N=NN(C2=O)CC#C (8-(1-Methyl-4-phenyl-1H-imidazol-2-yl)-3-(prop-2-ynyl)imidazo[5,1-d][1,2,3,5]tetrazin-4(3H)-one). Yield: 8.5%. RXN SMILES: [C:1]1([C:7]2[N:8]=[C:9]([C:12]3[N:13]=[CH:14][N:15]4[C:20](=[O:21])[N:19]([CH2:22][C:23]#[CH:24])[N:18]=[N:17][C:16]=34)[NH:10][CH:11]=2)[CH:6]=[CH:5][CH:4]=[CH:3][CH:2]=1.[H-].[Na+].[CH3:27]I>CN(C=O)C>[CH3:27][N:10]1[CH:11]=[C:7]([C:1]2[CH:2]=[CH:3][CH:4]=[CH:5][CH:6]=2)[N:8]=[C:9]1[C:12]1[N:13]=[CH:14][N:15]2[C:20](=[O:21])[N:19]([CH2:22][C:23]#[CH:24])[N:18]=[N:17][C:16]=12 |f:1.2|. Procedure details: 8-(4-Phenyl-1H-imidazol-2-yl)-3-(prop-2-ynyl)imidazo[5,1-d][1,2,3,5]tetrazin-4(3H)-one (1.07 mmol) was dissolved in dry DMF (35 mL) and cooled in ice under a nitrogen atmosphere. A 60% suspension of sodium hydride in mineral oil (1.18 mmol) was added in one portion and the reaction stirred on ice for 10 minutes. Methyl iodide (2.14 mmol) was then added dropwise to the reaction and the mixture stirred at room temperature for 48 hours. The mixture was poured onto ice water (140 mL) and the precipi...